The task is: describe an organic reaction: reactants, conditions, products, and yield. This data is from the Open Reaction Database (ORD), a public repository of structured organic reaction records. The reactants are S(=S)(=O)([O-])[O-].[Na+].[Na+] (sodium thiosulfate), C(CCC)OCCOC1=CC=C(C=C1)C=1C=CC2=C(C=C(CCCN2CC(C)C)C(=O)NC2=CC=C(C=C2)SCC2=NN=CN2CCC)C1 (8-[4-(2-butoxyethoxy)phenyl]-1-isobutyl-N-[4-[[(4-propyl-4H-1,2,4-triazol-3-yl)methyl]thio]phenyl]-1,2,3,4-tetrahydro-1-benzazocine-5-carboxamide), ClC1=CC(=CC=C1)C(=O)OO (3-chloro-perbenzoic acid). The solvent is ClCCl (dichloromethane), ClCCl (dichloromethane). Reaction conditions: temperature -78 celsius, time 1 hour. Yields the product C(CCC)OCCOC1=CC=C(C=C1)C=1C=CC2=C(C=C(CCCN2CC(C)C)C(=O)NC2=CC=C(C=C2)S(=O)CC2=NN=CN2CCC)C1 (8-[4-(2-butoxyethoxy)phenyl]-1-isobutyl-N-[4-[[(4-propyl-4H-1,2,4-triazol-3-yl)methyl]sulfinyl]phenyl]-1,2,3,4-tetrahydro-1-benzazocin-5-carboxamide). Isolated yield 68.4%. RXN SMILES: [CH2:1]([O:5][CH2:6][CH2:7][O:8][C:9]1[CH:14]=[CH:13][C:12]([C:15]2[CH:16]=[CH:17][C:18]3[N:25]([CH2:26][CH:27]([CH3:29])[CH3:28])[CH2:24][CH2:23][CH2:22][C:21]([C:30]([NH:32][C:33]4[CH:38]=[CH:37][C:36]([S:39][CH2:40][C:41]5[N:45]([CH2:46][CH2:47][CH3:48])[CH:44]=[N:43][N:42]=5)=[CH:35][CH:34]=4)=[O:31])=[CH:20][C:19]=3[CH:49]=2)=[CH:11][CH:10]=1)[CH2:2][CH2:3][CH3:4].ClC1C=CC=C(C(OO)=[O:58])C=1.S([O-])([O-])(=O)=S.[Na+].[Na+]>ClCCl>[CH2:1]([O:5][CH2:6][CH2:7][O:8][C:9]1[CH:10]=[CH:11][C:12]([C:15]2[CH:16]=[CH:17][C:18]3[N:25]([CH2:26][CH:27]([CH3:28])[CH3:29])[CH2:24][CH2:23][CH2:22][C:21]([C:30]([NH:32][C:33]4[CH:34]=[CH:35][C:36]([S:39]([CH2:40][C:41]5[N:45]([CH2:46][CH2:47][CH3:48])[CH:44]=[N:43][N:42]=5)=[O:58])=[CH:37][CH:38]=4)=[O:31])=[CH:20][C:19]=3[CH:49]=2)=[CH:13][CH:14]=1)[CH2:2][CH2:3][CH3:4] |f:2.3.4|. Procedure: To a solution of 8-[4-(2-butoxyethoxy)phenyl]-1-isobutyl-N-[4-[[(4-propyl-4H-1,2,4-triazol-3-yl)methyl]thio]phenyl]-1,2,3,4-tetrahydro-1-benzazocine-5-carboxamide (0.70 g) in dichloromethane (20 ml) was added dropwise a solution of 3-chloro-perbenzoic acid (70%, 0.38 g) in dichloromethane (10 ml) and the mixture was stirred at −78° C. for 1 hour. To the reaction system was added an aqueous sodium thiosulfate solution, and the mixture was stirred at room temperature for 10 minutes. The mixture wa... Reactants: C(C)C1SCCCN1 (2-ethyltetrahydro-2H-1,3-thiazine), ClC=1C=C(C=CC1)N=C=S (3-chlorophenyl isothiocyanate), C1=CC=CC=C1 (benzene). Solvent: CCCCCC (hexane). Reaction conditions: time 64 hour. Yields the product ClC=1C=C(C=CC1)NC(=S)N1C(SCCC1)CC (N-(3-chlorophenyl)-2-ethyltetrahydro2H-1,3-thiazine-3-carbothioamide). As a reaction SMILES: [CH2:1]([CH:3]1[NH:8][CH2:7][CH2:6][CH2:5][S:4]1)[CH3:2].[Cl:9][C:10]1[CH:11]=[C:12]([N:16]=[C:17]=[S:18])[CH:13]=[CH:14][CH:15]=1.C1C=CC=CC=1>CCCCCC>[Cl:9][C:10]1[CH:11]=[C:12]([NH:16][C:17]([N:8]2[CH2:7][CH2:6][CH2:5][S:4][CH:3]2[CH2:1][CH3:2])=[S:18])[CH:13]=[CH:14][CH:15]=1. Procedure: A mixture of 2.6 g. of 2-ethyltetrahydro-2H-1,3-thiazine, 3.4 g. of 3-chlorophenyl isothiocyanate, and 30 ml. of benzene was stirred, after an initial exotherm, at ambient temperature for about 64 hours. To the reaction mixture was added about 10 ml. of hexane, which caused white crystals to form. The mixture was cooled and filtered, and the solid was washed with hexane. The solid was recrystallized from about 500 ml. of 10:1 hexane:carbon tetrachloride to give N-(3-chlorophenyl)-2-ethyltetrahyd... Starting materials: COC(=O)[C@@H]1CC[C@H](CC1)CN(C=1SC(=CN1)C1=NC(=CC=C1)NC1=NC=CC(=C1)C)C (trans-4-[(methyl{5-[6-(4-methylpyridin-2-ylamino)pyridin-2-yl]thiazol-2-yl}amino]methyl]cyclohexanecarboxylic acid methyl ester), [OH-].[Na+] (sodium hydroxide), C(Cl)(Cl)Cl.C(C)OCC (chloroform diethyl ether), Cl (hydrochloric acid). Solvent: CO (methanol), O1CCCC1 (tetrahydrofuran). Product: CN(C=1SC(=CN1)C1=NC(=CC=C1)NC1=NC=CC(=C1)C)C[C@@H]1CC[C@H](CC1)C(=O)O (trans-4-[(N-methyl-N-{5-[6-(4-methylpyridin-2-ylamino)pyridin-2-yl]thiazol-2-yl}amino)methyl]cyclohexanecarboxylic acid). Yield: 90.5%. Reaction SMILES: C[O:2][C:3]([C@H:5]1[CH2:10][CH2:9][C@H:8]([CH2:11][N:12]([CH3:32])[C:13]2[S:14][C:15]([C:18]3[CH:23]=[CH:22][CH:21]=[C:20]([NH:24][C:25]4[CH:30]=[C:29]([CH3:31])[CH:28]=[CH:27][N:26]=4)[N:19]=3)=[CH:16][N:17]=2)[CH2:7][CH2:6]1)=[O:4].[OH-].[Na+].Cl.C(Cl)(Cl)Cl.C(OCC)C>CO.O1CCCC1>[CH3:32][N:12]([CH2:11][C@H:8]1[CH2:9][CH2:10][C@H:5]([C:3]([OH:4])=[O:2])[CH2:6][CH2:7]1)[C:13]1[S:14][C:15]([C:18]2[CH:23]=[CH:22][CH:21]=[C:20]([NH:24][C:25]3[CH:30]=[C:29]([CH3:31])[CH:28]=[CH:27][N:26]=3)[N:19]=2)=[CH:16][N:17]=1 |f:1.2,4.5|. Reported procedure: A solution of trans-4-[(N-methyl-N-{5-[6-(4-methylpyridin-2-ylamino)pyridin-2-yl]thiazol-2-yl}amino)methyl]cyclohexanecarboxylic acid methyl ester (217 mg, 0.48 mmol) obtained in Step 5, 1N aqueous sodium hydroxide (2 ml, 2 mmol) in methanol (2 ml) and tetrahydrofuran (2 ml) was stirred at room temperature for 16 hours. The solution was neutralized with 1N hydrochloric acid and extracted with chloroform (50 ml×2). The organic layer was washed with a saturated brine (20 ml) and dried over magnesi... Starting materials: NC1=C(C(=NS1)N(C)C)C#N (5-amino-4-cyano-3-(dimethylamino)-isothiazole), CN=C=O (methyl isocyanate), C(C)(=O)[O-].C(C)(=O)[O-].C(CCC)[Sn+2]CCCC (dibutyltin diacetate), CN=C=O (methyl isocyanate), CN=C=O (methyl isocyanate). The reagents and catalysts are C(C)(=O)[O-].C(C)(=O)[O-].C(CCC)[Sn+2]CCCC (dibutyltin diacetate), C(C)(=O)[O-].C(C)(=O)[O-].C(CCC)[Sn+2]CCCC (dibutyltin diacetate). Solvent: O1CCCC1 (tetrahydrofuran), O1CCCC1 (tetrahydrofuran). Reaction conditions: time 90 minute. The product is CNC(=O)NC1=C(C(=NS1)N(C)C)C#N (1-Methyl-3-(4-cyano-3-(dimethylamino)-5-isothiazolyl)urea). Reaction SMILES: [NH2:1][C:2]1[S:6][N:5]=[C:4]([N:7]([CH3:9])[CH3:8])[C:3]=1[C:10]#[N:11].[CH3:12][N:13]=[C:14]=[O:15].C([O-])(=O)C.C([O-])(=O)C.C([Sn+2]CCCC)CCC>C([O-])(=O)C.C([O-])(=O)C.C([Sn+2]CCCC)CCC.O1CCCC1>[CH3:12][NH:13][C:14]([NH:1][C:2]1[S:6][N:5]=[C:4]([N:7]([CH3:8])[CH3:9])[C:3]=1[C:10]#[N:11])=[O:15] |f:2.3.4,5.6.7|. Procedure details: Ten drops of dibutyltin diacetate were added to a solution of 3.0 g of 5-amino-4-cyano-3-(dimethylamino)-isothiazole and 1.9 g of methyl isocyanate in 25 ml of tetrahydrofuran. The solution was heated under reflux for two hours, at which time thin-layer chromatographic analysis indicated the reaction to be 40% complete. After the addition of 5 ml more of dibutyltin diacetate and 2 ml more of methyl isocyanate, heating was continued for 90 minutes. Thin-layer chromatographic analysis indicated th...